This data is from the Open Reaction Database (ORD), a public repository of structured organic reaction records. The task is: describe an organic reaction: reactants, conditions, products, and yield Reactants: [OH-].[Na+] (NaOH), [OH-].[Na+] (NaOH), CN1C(=C(C(=O)O)C(C=C1C1=CC=CC=C1)=O)C1=CC=CC=C1 (1-methyl-2,6-diphenyl-4-oxonicotinic acid), BrBr (bromine). Isolated yield 63.6%. The product is BrC1=C(N(C(=C(C(=O)O)C1=O)C1=CC=CC=C1)C)C1=CC=CC=C1 (5-bromo-1-methyl-2,6-diphenyl-4-oxonicotinic acid). As a reaction SMILES: [CH3:1][N:2]1[C:10]([C:11]2[CH:16]=[CH:15][CH:14]=[CH:13][CH:12]=2)=[CH:9][C:8](=[O:17])[C:4]([C:5]([OH:7])=[O:6])=[C:3]1[C:18]1[CH:23]=[CH:22][CH:21]=[CH:20][CH:19]=1.[OH-].[Na+].[Br:26]Br>CO.O>[Br:26][C:9]1[C:8](=[O:17])[C:4]([C:5]([OH:7])=[O:6])=[C:3]([C:18]2[CH:23]=[CH:22][CH:21]=[CH:20][CH:19]=2)[N:2]([CH3:1])[C:10]=1[C:11]1[CH:16]=[CH:15][CH:14]=[CH:13][CH:12]=1 |f:1.2|. Run in CO (methanol), O (water). Procedure details: 3.75 gms of 1-methyl-2,6-diphenyl-4-oxonicotinic acid was dissolved in 40 mls of methanol. The pH was adjusted to 12 with the addition of aqueous NaOH. A methanolic solution of bromine (2.95 gms Br2 in 50 mls methanol) was added. Additional NaOH was added as required to maintain a basic medium. Removal of the solvent yielded a semi-solid that was taken up in 100 mls of water. Water insoluble material was removed by filtration. Acidification of the aqueous solution provided 3.0 gms of 5-bromo-1-m... The reactants are O[Li].O (LiOH.H2O), C(C1=CC=CC=C1)ON(S(=O)(=O)C1=C(C=CC=C1)[N+](=O)[O-])[C@@H]1CC[C@H](N(C1)C(=O)OC(C)(C)C)C1=NC=NS1 ((2S,5R)-tert-butyl 5-(N-(benzyloxy)-2-nitrophenylsulfonamido)-2-(1,2,4-thiadiazol-5-yl)piperidine-1-carboxylate), SCC(=O)O (2-mercaptoacetic acid). The solvent is CCOC(=O)C (EtOAc), CN(C)C=O (DMF). Reaction conditions: temperature 30 celsius, time 24 hour. The product is C(C1=CC=CC=C1)ON[C@@H]1CC[C@H](N(C1)C(=O)OC(C)(C)C)C1=NC=NS1 ((2S,5R)-tert-butyl 5-(benzyloxyamino)-2-(1,2,4-thiadiazol-5-yl)piperidine-1-carboxylate). Isolated yield 71.7%. RXN SMILES: [CH2:1]([O:8][N:9]([C@H:22]1[CH2:27][N:26]([C:28]([O:30][C:31]([CH3:34])([CH3:33])[CH3:32])=[O:29])[C@H:25]([C:35]2[S:39][N:38]=[CH:37][N:36]=2)[CH2:24][CH2:23]1)S(C1C=CC=CC=1[N+]([O-])=O)(=O)=O)[C:2]1[CH:7]=[CH:6][CH:5]=[CH:4][CH:3]=1.O[Li].O.SCC(O)=O>CN(C=O)C.CCOC(C)=O>[CH2:1]([O:8][NH:9][C@H:22]1[CH2:27][N:26]([C:28]([O:30][C:31]([CH3:34])([CH3:33])[CH3:32])=[O:29])[C@H:25]([C:35]2[S:39][N:38]=[CH:37][N:36]=2)[CH2:24][CH2:23]1)[C:2]1[CH:7]=[CH:6][CH:5]=[CH:4][CH:3]=1 |f:1.2|. Reported procedure: To a mixture of (2S,5R)-tert-butyl 5-(N-(benzyloxy)-2-nitrophenylsulfonamido)-2-(1,2,4-thiadiazol-5-yl)piperidine-1-carboxylate (1.17 g, 2.0 mmol) in dry DMF (30 mL) at rt was added LiOH.H2O (640 mg, 16.0 mmol), followed by addition of 2-mercaptoacetic acid (920 mg, 10.0 mmol). The mixture was stirred at 30° C. for 24 hrs., then the mixture was diluted with EtOAc (200 mL), washed with water (4×), dried over Na2SO4 and concentrated. The residue was purified by silica gel column chromatography (3:... The reactants are FC1=C(C=C(C(=C1)Cl)OC1CCCC1)N1C(C2=C(C1=O)CCCC2)=O (N-(2-fluoro-4-chloro-5-cyclopentyloxyphenyl)-3,4,5,6-tetrahydrophthalimide), Cl.CN (Methylamine hydrochloride), C([O-])([O-])=O.[K+].[K+] (potassium carbonate), C(=O)=O (carbon dioxide). The solvent is C(C)#N (acetonitrile). The product is FC1=C(C=C(C(=C1)Cl)OC1CCCC1)NC(C1=C(C(=O)NC)CCCC1)=O (N-(2-fluoro-4-chloro-5-cyclopentyloxyphenyl)-N'-methyl-3,4,5,6-tetrahydrophthalamide). Isolated yield 74.9%. Reaction SMILES: Cl.[CH3:2][NH2:3].C(=O)([O-])[O-].[K+].[K+].C(=O)=O.[F:13][C:14]1[CH:19]=[C:18]([Cl:20])[C:17]([O:21][CH:22]2[CH2:26][CH2:25][CH2:24][CH2:23]2)=[CH:16][C:15]=1[N:27]1[C:31](=[O:32])[C:30]2[CH2:33][CH2:34][CH2:35][CH2:36][C:29]=2[C:28]1=[O:37]>C(#N)C>[F:13][C:14]1[CH:19]=[C:18]([Cl:20])[C:17]([O:21][CH:22]2[CH2:26][CH2:25][CH2:24][CH2:23]2)=[CH:16][C:15]=1[NH:27][C:28](=[O:37])[C:29]1[CH2:36][CH2:35][CH2:34][CH2:33][C:30]=1[C:31]([NH:3][CH3:2])=[O:32] |f:0.1,2.3.4|. Procedure details: Methylamine hydrochloride (1.70 g, 24.8 mmol) and potassium carbonate (1.70 g, 12.3 mmol), and acetonitrile (5 ml) as a solvent were placed into a round bottom flask (100 cc), followed by stirring at room temperature. After confirming the generation of carbon dioxide gas, N-(2-fluoro-4-chloro-5-cyclopentyloxyphenyl)-3,4,5,6-tetrahydrophthalimide (5.88 g, 16.2 mmol) was added thereto, followed by stirring at room temperature for 4 hours. After completion of the reaction, the solvent was distilled... The reactants are ClC=1C=C(C=CC1F)CC(=O)O (2-(3-chloro-4-fluorophenyl)acetic acid), CN1C=NC=C1 (N-methylimidazole). The solvent is C(C)(=O)OC(C)=O (acetic anhydride). Conditions: time 8 hour. Product: ClC=1C=C(C=CC1F)CC(C)=O (1-(3-chloro-4-fluorophenyl)propan-2-one). Yield: 79.0%. As a reaction SMILES: [Cl:1][C:2]1[CH:3]=[C:4]([CH2:9][C:10]([OH:12])=O)[CH:5]=[CH:6][C:7]=1[F:8].[CH3:13]N1C=CN=C1>C(OC(=O)C)(=O)C>[Cl:1][C:2]1[CH:3]=[C:4]([CH2:9][C:10](=[O:12])[CH3:13])[CH:5]=[CH:6][C:7]=1[F:8]. Procedure details: To a solution of 2-(3-chloro-4-fluorophenyl)acetic acid (18.46 g, 97.89 mmol) in acetic anhydride (463 mL) was added N-methylimidazole (3.9 mL) and the reaction mixture was stirred overnight at room temperature. The reaction mixture was partitioned between ethyl acetate and saturated sodium bicarbonate solution and organic layer was concentrated and purified by flash column chromatography (silica gel, ethyl acetate/hexanes) to give a colorless oil (14.5 g, 79%). 1H NMR (400 MHz, CDCl3) δ 7.23 (d... Reactants: NaH2PO4, C(C1=CC=CC=C1)=C1CCC2=C1OC1=C(C2=O)C=CC(=C1)O (3-Benzylidene-6-hydroxy-1,2,3,9-tetrahydro-cyclopenta[b][1]benzopyran-9-one), ClCCN1CCOCC1 (4-(2-chloro-ethyl)-morpholine), C(=O)([O-])[O-].[K+].[K+] (K2CO3). Run in CN(C=O)C (dimethylformamide), ice water. Reaction conditions: time 4 hour. The product is C(C1=CC=CC=C1)=C1CCC2=C1OC1=C(C2=O)C=CC(=C1)OCCN1CCOCC1 (3-benzylidene-6-(2-morpholino-ethoxy)-1,2,3,9-tetrahydro-cyclopenta[b][1]benzopyran-9-one). Yield: 54.0%. Reaction SMILES: [CH:1](=[C:8]1[C:12]2[O:13][C:14]3[CH:21]=[C:20]([OH:22])[CH:19]=[CH:18][C:15]=3[C:16](=[O:17])[C:11]=2[CH2:10][CH2:9]1)[C:2]1[CH:7]=[CH:6][CH:5]=[CH:4][CH:3]=1.Cl[CH2:24][CH2:25][N:26]1[CH2:31][CH2:30][O:29][CH2:28][CH2:27]1.C([O-])([O-])=O.[K+].[K+]>CN(C)C=O>[CH:1](=[C:8]1[C:12]2[O:13][C:14]3[CH:21]=[C:20]([O:22][CH2:24][CH2:25][N:26]4[CH2:31][CH2:30][O:29][CH2:28][CH2:27]4)[CH:19]=[CH:18][C:15]=3[C:16](=[O:17])[C:11]=2[CH2:10][CH2:9]1)[C:2]1[CH:3]=[CH:4][CH:5]=[CH:6][CH:7]=1 |f:2.3.4|. Reported procedure: 3-Benzylidene-6-hydroxy-1,2,3,9-tetrahydro-cyclopenta[b][1]benzopyran-9-one (1.2 g) was reacted with 4-(2-chloro-ethyl)-morpholine (1.15 g) in dimethylformamide (50 ml), in the presence of anhydrous K2CO3 (1.7 g), under stirring for 4 hours at room temperature and then for 1 hour at 70° C. The reaction mixture was diluted with ice water containing NaH2PO4 and the precipitated product was filtered and washed with water. Crystallization from CH2Cl2 /isopropyl alcohol gave 0.9 g of 3-benzylidene-6-... Yield: 44.2%. Reactants: ClC=1N=CC=C2C1NC=C2 (7-Chloro-1H-pyrrolo[2,3-c]pyridine), FC1=C(C=CC(=C1)[N+](=O)[O-])O (2-fluoro-4-nitrophenol), C(=O)([O-])[O-].[K+].[K+] (K2CO3). As a reaction SMILES: Cl[C:2]1[N:3]=[CH:4][CH:5]=[C:6]2[CH:10]=[CH:9][NH:8][C:7]=12.[F:11][C:12]1[CH:17]=[C:16]([N+:18]([O-:20])=[O:19])[CH:15]=[CH:14][C:13]=1[OH:21].C([O-])([O-])=O.[K+].[K+]>O(C1C=CC=CC=1)C1C=CC=CC=1>[F:11][C:12]1[CH:17]=[C:16]([N+:18]([O-:20])=[O:19])[CH:15]=[CH:14][C:13]=1[O:21][C:2]1[N:3]=[CH:4][CH:5]=[C:6]2[CH:10]=[CH:9][NH:8][C:7]=12 |f:2.3.4|. Procedure details: A mixture of 259 (420mg, 2.76 mmol), 2-fluoro-4-nitrophenol (651 mg, 4.14 mmol) and K2CO3(1.14 g, 8.28 mmol) in Ph2O (15 mL) was heated at 200° C. for 6 hours, cooled to room temperature and partitioned between EtOAc and water. Organic phase was collected, dried and concentrated. The residue was purified by flash column chromatography with gradient elution from hexane to hexane/EtOAc (3:1), to afford the title compound 260 (333 mg, 44% yield) as a yellowish solid. MS (m/z): 274.1(M+H) (found). Reaction conditions: temperature 200 celsius. Product: FC1=C(OC=2N=CC=C3C2NC=C3)C=CC(=C1)[N+](=O)[O-] (7-(2-Fluoro-4-nitrophenoxy)-1H-pyrrolo[2,3-c]pyridine). Solvent: O(C1=CC=CC=C1)C1=CC=CC=C1 (Ph2O).